The task is: describe an organic reaction: reactants, conditions, products, and yield. This data is from the Open Reaction Database (ORD), a public repository of structured organic reaction records. Starting materials: CO, O=C(NN1CCN(C(=O)c2ccc([N+](=O)[O-])cc2)CC1)c1ccc(F)cc1. Yields the product Nc1ccc(C(=O)N2CCN(NC(=O)c3ccc(F)cc3)CC2)cc1. As a reaction SMILES: [CH3:28][OH:29].[N+:1]([O-:2])(=[O:3])[c:4]1[cH:5][cH:6][c:7]([C:8](=[O:9])[N:10]2[CH2:11][CH2:12][N:13]([NH:16][C:17]([c:18]3[cH:19][cH:20][c:21]([F:24])[cH:22][cH:23]3)=[O:25])[CH2:14][CH2:15]2)[cH:26][cH:27]1>>[NH2:1][c:4]1[cH:5][cH:6][c:7]([C:8](=[O:9])[N:10]2[CH2:11][CH2:12][N:13]([NH:16][C:17]([c:18]3[cH:19][cH:20][c:21]([F:24])[cH:22][cH:23]3)=[O:25])[CH2:14][CH2:15]2)[cH:26][cH:27]1. Starting materials: Cc1nc(-c2cccc(Oc3ccc4c(c3)S(=O)(=O)N(C(=O)OC(C)(C)C)CCO4)c2)no1, Cl, C1COCCO1. The product is Cc1nc(-c2cccc(Oc3ccc4c(c3)S(=O)(=O)NCCO4)c2)no1. As a reaction SMILES: [CH3:1][c:2]1[n:3][c:4](-[c:7]2[cH:8][c:9]([O:10][c:11]3[cH:12][c:13]4[c:14]([cH:29][cH:30]3)[O:15][CH2:16][CH2:17][N:18]([C:22]([O:23][C:24]([CH3:25])([CH3:26])[CH3:27])=[O:28])[S:19]4(=[O:20])=[O:21])[cH:31][cH:32][cH:33]2)[n:5][o:6]1.[ClH:34].[O:35]1[CH2:36][CH2:37][O:38][CH2:39][CH2:40]1>>[CH3:1][c:2]1[n:3][c:4](-[c:7]2[cH:8][c:9]([O:10][c:11]3[cH:12][c:13]4[c:14]([cH:29][cH:30]3)[O:15][CH2:16][CH2:17][NH:18][S:19]4(=[O:20])=[O:21])[cH:31][cH:32][cH:33]2)[n:5][o:6]1.